Task: describe an organic reaction: reactants, conditions, products, and yield. Dataset: the Open Reaction Database (ORD), a public repository of structured organic reaction records The reactants are [N+](=O)([O-])C=1C=C(C=CC1)[C@H](CC(=O)O)NC(CC1=CC=CC=C1)=O ((S)-3-(3-nitrophenyl)-3-phenylacetylaminopropionic acid). The solvent is Cl (HCl). Product: N[C@@H](CC(=O)O)C1=CC(=CC=C1)[N+](=O)[O-] ((S)-3-amino-3-(3-nitrophenyl)propionic acid). Reaction SMILES: [N+:1]([C:4]1[CH:5]=[C:6]([C@@H:10]([NH:15]C(=O)CC2C=CC=CC=2)[CH2:11][C:12]([OH:14])=[O:13])[CH:7]=[CH:8][CH:9]=1)([O-:3])=[O:2]>Cl>[NH2:15][C@H:10]([C:6]1[CH:7]=[CH:8][CH:9]=[C:4]([N+:1]([O-:3])=[O:2])[CH:5]=1)[CH2:11][C:12]([OH:14])=[O:13]. Reported procedure: (S)-3-(3-nitrophenyl)-3-phenylacetylaminopropionic acid is treated with 10 ml of 6N HCl solution. (S)-3-amino-3-(3-nitrophenyl)propionic acid is obtained and is reacted further in analogy to the R enantiomer. This gives (S)-3-{2-[4-(4-methylpyridin-2-ylamino)butyrylamino]acetylamino}-3-(3-nitrophenyl)propionic acid, (S)-3-{2-[4-(4-methylpyridin-2-ylamino)butyrylamino]acetylamino}-3-(3-nitrophenyl propionic acid sodium salt, (S)-3-{2-[4-(4-methylpyridin-2-ylamino)butyrylamino]acetylamino}-3-(3-ni...